Dataset: the Open Reaction Database (ORD), a public repository of structured organic reaction records. Task: describe an organic reaction: reactants, conditions, products, and yield Starting materials: solution, CN (methylamine), C(=O)C1=C(C2CCC1CC2)C2=CC(=C(C=C2)Cl)Cl (3-formyl-2-(3,4-dichlorophenyl)bicyclo[2,2,2]oct-2-ene), C(C)O (ethanol). Run in ClCCl (dichloromethane). Reaction conditions: time 1 hour. Product: ClC=1C=C(C=CC1Cl)C=1C2CCC(C1NC=C)CC2 (N-{2-(3,4-Dichlorophenyl)bicyclo[2,2,2]oct-2-ene-3-yl}-methylidene-methylamine). RXN SMILES: C[NH2:2].C([C:5]1[CH:10]2[CH2:11][CH2:12][CH:7]([CH2:8][CH2:9]2)[C:6]=1[C:13]1[CH:18]=[CH:17][C:16]([Cl:19])=[C:15]([Cl:20])[CH:14]=1)=O.[CH2:21](O)[CH3:22]>ClCCl>[Cl:20][C:15]1[CH:14]=[C:13]([C:6]2[CH:7]3[CH2:8][CH2:9][CH:10]([C:5]=2[NH:2][CH:21]=[CH2:22])[CH2:11][CH2:12]3)[CH:18]=[CH:17][C:16]=1[Cl:19]. Procedure: A 33% solution of methylamine in ethanol (250 ml) was added in one lot to 3-formyl-2-(3,4-dichlorophenyl)bicyclo[2,2,2]oct-2-ene (25 g; 0.089 m) in dichloromethane (50 ml) at 0° C. After 1 hour, the solution was evaporated to yield an oil. Yield 26 g. (100%). An infrared spectrum showed complete loss of the carbonyl group. A peak at 1630 cm-1 indicated the presence of an imine (--CH=N--Me group). M+ 293/295.